From a dataset of the Open Reaction Database (ORD), a public repository of structured organic reaction records. describe an organic reaction: reactants, conditions, products, and yield The reactants are CNC, COC(=O)C(=CO)c1ccccc1, Cl, [Na], O. Product: COC(=O)C(=CN(C)C)c1ccccc1. Reaction SMILES: [CH3:2][NH:3][CH3:4].[CH3:5][O:6][C:7]([C:8](=[CH:9][OH:10])[c:11]1[cH:12][cH:13][cH:14][cH:15][cH:16]1)=[O:17].[ClH:1].[Na:18].[OH2:19]>>[CH3:2][N:3]([CH3:4])[CH:9]=[C:8]([C:7]([O:6][CH3:5])=[O:17])[c:11]1[cH:12][cH:13][cH:14][cH:15][cH:16]1. As a reaction SMILES: O[CH2:2][C:3]1[CH:10]=[CH:9][C:6]([C:7]#[N:8])=[C:5]([O:11][CH2:12][CH2:13][CH2:14][CH2:15][C:16]2[CH:21]=[CH:20][CH:19]=[CH:18][CH:17]=2)[CH:4]=1.[Cl:22][C:23]1[CH:24]=[CH:25][C:26](=[O:60])[N:27]([C:29]2[CH:34]=[CH:33][C:32]([CH2:35][C:36]3[N:37]=[CH:38][N:39](C(C4C=CC=CC=4)(C4C=CC=CC=4)C4C=CC=CC=4)[CH:40]=3)=[CH:31][N:30]=2)[CH:28]=1.CCN(C(C)C)C(C)C.O(S(C(F)(F)F)(=O)=O)S(C(F)(F)F)(=O)=O>C(Cl)Cl>[Cl:22][C:23]1[CH:24]=[CH:25][C:26](=[O:60])[N:27]([C:29]2[CH:34]=[CH:33][C:32]([CH2:35][C:36]3[N:37]([CH2:2][C:3]4[CH:10]=[CH:9][C:6]([C:7]#[N:8])=[C:5]([O:11][CH2:12][CH2:13][CH2:14][CH2:15][C:16]5[CH:21]=[CH:20][CH:19]=[CH:18][CH:17]=5)[CH:4]=4)[CH:38]=[N:39][CH:40]=3)=[CH:31][N:30]=2)[CH:28]=1. Starting materials: O(S(=O)(=O)C(F)(F)F)S(=O)(=O)C(F)(F)F (Tf2O), OCC1=CC(=C(C#N)C=C1)OCCCCC1=CC=CC=C1 (4-Hydroxymethyl-2-(4-phenyl-butoxy)-benzonitrile), ClC=1C=CC(N(C1)C1=NC=C(C=C1)CC=1N=CN(C1)C(C1=CC=CC=C1)(C1=CC=CC=C1)C1=CC=CC=C1)=O (5-chloro-5'-(1-trityl-1H-imidazol-4-ylmethyl)-[1,2']bipyridinyl-2-one), CCN(C(C)C)C(C)C (DIEA). The solvent is C(Cl)Cl (CH2Cl2). Conditions: temperature -78 celsius, time 1 hour. Procedure: To a cooled solution (-78° C.) of 4-hydroxymethyl-2-(4-phenyl-butoxy)-benzonitrile from step 2 (100 mg, 0.36 mmol) and 5-chloro-5'-(1-trityl-1H-imidazol-4-ylmethyl)-[1,2']bipyridinyl-2-one from Example 23 Step 5 (188 mg, 0.36 mmol) in CH2Cl2 (2 ml) was added DIEA (136 μl, 0.78 mmol) followed immediately by the addition of Tf2O (90 μl, 0.53 mmol). The reaction mixture stirred at -78° C. for 1 hour and was then transferred to an ice bath and stirred at 0° C. for another hour. The solvent was remov... The product is ClC=1C=CC(N(C1)C1=NC=C(C=C1)CC1=CN=CN1CC1=CC(=C(C#N)C=C1)OCCCCC1=CC=CC=C1)=O (4-[5-(5-Chloro-2-oxo-2H- [1,2']bipyridinyl-5'-ylmethyl)-imidazol-1-ylmethyl]-2-(4-phenyl-butoxy)-benzonitrile). Reactants: CCOC(C)=O, CCCCCC, Cc1c(C)c2c(c(C)c1N)C(c1ccc(C(C)C)cc1)C(C)(C)O2, O=C(Cl)c1ccc(Cl)cc1. The product is Cc1c(C)c2c(c(C)c1NC(=O)c1ccc(Cl)cc1)C(c1ccc(C(C)C)cc1)C(C)(C)O2. As a reaction SMILES: [C:41]([O:42][CH2:43][CH3:44])(=[O:45])[CH3:46].[CH3:35][CH2:36][CH2:37][CH2:38][CH2:39][CH3:40].[CH:1]([CH3:2])([CH3:3])[c:4]1[cH:5][cH:6][c:7]([CH:10]2[C:11]([CH3:23])([CH3:24])[O:12][c:13]3[c:14]2[c:15]([CH3:22])[c:16]([NH2:21])[c:17]([CH3:20])[c:18]3[CH3:19])[cH:8][cH:9]1.[Cl:25][C:26](=[O:27])[c:28]1[cH:29][cH:30][c:31]([Cl:32])[cH:33][cH:34]1>>[CH:1]([CH3:2])([CH3:3])[c:4]1[cH:5][cH:6][c:7]([CH:10]2[C:11]([CH3:23])([CH3:24])[O:12][c:13]3[c:14]2[c:15]([CH3:22])[c:16]([NH:21][C:26](=[O:27])[c:28]2[cH:29][cH:30][c:31]([Cl:32])[cH:33][cH:34]2)[c:17]([CH3:20])[c:18]3[CH3:19])[cH:8][cH:9]1. The reactants are CC(C)(C)OC(=O)NCc1ccc(CNC(=O)c2cc(F)cnc2Oc2ccc(F)cc2)cc1, CO, Cl. The product is Cl, NCc1ccc(CNC(=O)c2cc(F)cnc2Oc2ccc(F)cc2)cc1. Reaction SMILES: [C:1]([O:2][C:3](=[O:4])[NH:7][CH2:8][c:9]1[cH:10][cH:11][c:12]([CH2:15][NH:16][C:17](=[O:18])[c:19]2[c:20]([O:26][c:27]3[cH:28][cH:29][c:30]([F:33])[cH:31][cH:32]3)[n:21][cH:22][c:23]([F:25])[cH:24]2)[cH:13][cH:14]1)([CH3:5])([CH3:6])[CH3:34].[CH3:36][OH:37].[ClH:35]>>[ClH:35].[NH2:7][CH2:8][c:9]1[cH:10][cH:11][c:12]([CH2:15][NH:16][C:17](=[O:18])[c:19]2[c:20]([O:26][c:27]3[cH:28][cH:29][c:30]([F:33])[cH:31][cH:32]3)[n:21][cH:22][c:23]([F:25])[cH:24]2)[cH:13][cH:14]1.